This data is from the Open Reaction Database (ORD), a public repository of structured organic reaction records. The task is: describe an organic reaction: reactants, conditions, products, and yield The reactants are NC([C@@H](CCC=1SC(=CC1)C#CCCCC1CCCCC1)C)O ((2R)-Amino-2-methyl-4-[5-(5-cyclohexylpent-1-ynyl)thiophen-2-yl]butan-1-ol). Reagents/catalysts: [Pd] (palladium-charcoal). Solvent: C(C)O (ethanol). Run at time 2 hour. Yields the product NC([C@@H](CCC=1SC(=CC1)CCCCCC1CCCCC1)C)O ((2R)-Amino-2-methyl-4-[5-(5-cyclohexylpentyl)thiophen-2-yl]butan-1-ol). The yield is 83.8%. Reaction SMILES: [NH2:1][CH:2]([OH:23])[C@H:3]([CH3:22])[CH2:4][CH2:5][C:6]1[S:7][C:8]([C:11]#[C:12][CH2:13][CH2:14][CH2:15][CH:16]2[CH2:21][CH2:20][CH2:19][CH2:18][CH2:17]2)=[CH:9][CH:10]=1>C(O)C.[Pd]>[NH2:1][CH:2]([OH:23])[C@H:3]([CH3:22])[CH2:4][CH2:5][C:6]1[S:7][C:8]([CH2:11][CH2:12][CH2:13][CH2:14][CH2:15][CH:16]2[CH2:17][CH2:18][CH2:19][CH2:20][CH2:21]2)=[CH:9][CH:10]=1. Reported procedure: (2R)-Amino-2-methyl-4-[5-(5-cyclohexylpent-1-ynyl)thiophen-2-yl]butan-1-ol (175 mg, 0.53 mmol) obtained in Example 1 was dissolved in ethanol (9 ml), and 10% palladium-charcoal (90 mg) was added thereto, and then the mixture was stirred under a hydrogen atmosphere for 2 hours. After the palladium-charcoal was filtered out through Celite, the filtrate was evaporated to dryness under reduced pressure to give the title compound (150 mg, 85% yield). The reactants are CCOC(=O)CC(=O)OCC, CCOC(=O)c1c(-c2ccccc2)c2cc(C)ccc2oc1=O, CC(=O)O, Cl, C1CCC2=NCCCN2CC1, Cc1ccc(O)c(C(=O)c2ccccc2)c1. Yields the product Cc1ccc2oc(=O)c(C(=O)O)c(-c3ccccc3)c2c1. As a reaction SMILES: [C:40]([O:41][CH2:42][CH3:43])(=[O:44])[CH2:45][C:46]([O:47][CH2:48][CH3:49])=[O:50].[CH2:1]([CH3:2])[O:3][C:4](=[O:5])[c:6]1[c:7](=[O:23])[o:8][c:9]2[c:10]([c:11]1-[c:12]1[cH:13][cH:14][cH:15][cH:16][cH:17]1)[cH:18][c:19]([CH3:22])[cH:20][cH:21]2.[CH3:63][C:64](=[O:65])[OH:66].[ClH:62].[N:51]12[CH2:52][CH2:53][CH2:54][N:55]=[C:56]1[CH2:57][CH2:58][CH2:59][CH2:60][CH2:61]2.[OH:24][c:25]1[cH:26][cH:27][c:28]([CH3:29])[cH:30][c:31]1[C:32]([c:33]1[cH:34][cH:35][cH:36][cH:37][cH:38]1)=[O:39]>>[O:3]=[C:4]([OH:5])[c:6]1[c:7](=[O:23])[o:8][c:9]2[c:10]([c:11]1-[c:12]1[cH:13][cH:14][cH:15][cH:16][cH:17]1)[cH:18][c:19]([CH3:22])[cH:20][cH:21]2. Starting materials: N#CC1(c2cccc(C(=O)O)c2)CC1, Cc1ccccc1, CN(C)c1ccncc1, Nc1cccc(Oc2ccc3nc(NC(=O)C4CC4)sc3c2)c1, O=S(Cl)Cl, c1ccncc1. Yields the product N#CC1(c2cccc(C(=O)Nc3cccc(Oc4ccc5nc(NC(=O)C6CC6)sc5c4)c3)c2)CC1. Reaction SMILES: [C:1](#[N:2])[C:3]1([c:6]2[cH:7][c:8]([C:9](=[O:10])[OH:11])[cH:12][cH:13][cH:14]2)[CH2:4][CH2:5]1.[CH3:42][c:43]1[cH:44][cH:45][cH:46][cH:47][cH:48]1.[CH3:55][N:56]([CH3:57])[c:58]1[cH:59][cH:60][n:61][cH:62][cH:63]1.[NH2:19][c:20]1[cH:21][c:22]([O:23][c:24]2[cH:25][c:26]3[c:27]([n:28][c:29]([NH:31][C:32](=[O:33])[CH:34]4[CH2:35][CH2:36]4)[s:30]3)[cH:37][cH:38]2)[cH:39][cH:40][cH:41]1.[S:15]([Cl:16])([Cl:17])=[O:18].[cH:49]1[cH:50][cH:51][n:52][cH:53][cH:54]1>>[C:1](#[N:2])[C:3]1([c:6]2[cH:7][c:8]([C:9](=[O:11])[NH:19][c:20]3[cH:21][c:22]([O:23][c:24]4[cH:25][c:26]5[c:27]([n:28][c:29]([NH:31][C:32](=[O:33])[CH:34]6[CH2:35][CH2:36]6)[s:30]5)[cH:37][cH:38]4)[cH:39][cH:40][cH:41]3)[cH:12][cH:13][cH:14]2)[CH2:4][CH2:5]1.